This data is from the Open Reaction Database (ORD), a public repository of structured organic reaction records. The task is: describe an organic reaction: reactants, conditions, products, and yield The reactants are CCOC(=O)c1ccc(NC(=O)c2ccc3c(c2)C(c2ccc(C)cc2)=CCC3(C)C)cc1, COc1ccc(P2(=S)SP(=S)(c3ccc(OC)cc3)S2)cc1, c1ccccc1. The product is CCOC(=O)c1ccc(NC(=S)c2ccc3c(c2)C(c2ccc(C)cc2)=CCC3(C)C)cc1. RXN SMILES: [CH3:1][C:2]1([CH3:33])[c:3]2[cH:4][cH:5][c:6]([C:19](=[O:20])[NH:21][c:22]3[cH:23][cH:24][c:25]([C:26](=[O:27])[O:28][CH2:29][CH3:30])[cH:31][cH:32]3)[cH:7][c:8]2[C:9]([c:12]2[cH:13][cH:14][c:15]([CH3:18])[cH:16][cH:17]2)=[CH:10][CH2:11]1.[CH3:34][O:35][c:36]1[cH:37][cH:38][c:39]([P:40]2(=[S:41])[S:42][P:44](=[S:45])([c:46]3[cH:47][cH:48][c:49]([O:50][CH3:51])[cH:52][cH:53]3)[S:43]2)[cH:54][cH:55]1.[cH:56]1[cH:57][cH:58][cH:59][cH:60][cH:61]1>>[CH3:1][C:2]1([CH3:33])[c:3]2[cH:4][cH:5][c:6]([C:19]([NH:21][c:22]3[cH:23][cH:24][c:25]([C:26](=[O:27])[O:28][CH2:29][CH3:30])[cH:31][cH:32]3)=[S:43])[cH:7][c:8]2[C:9]([c:12]2[cH:13][cH:14][c:15]([CH3:18])[cH:16][cH:17]2)=[CH:10][CH2:11]1. Reactants: C1(=CC=C(C=C1)C=O)C1=CC=CC=C1 (4-biphenylcarboxaldehyde), COC(C=P(C1=CC=CC=C1)(C1=CC=CC=C1)C1=CC=CC=C1)=O (methyl(triphenylphosphoranylidene)acetate). Solvent: CC#N (MeCN). Product: COC(C=CC1=CC=C(C=C1)C1=CC=CC=C1)=O (3-biphenyl-4-yl-acrylic acid methyl ester). Isolated yield 98.4%. As a reaction SMILES: [C:1]1([C:9]2[CH:14]=[CH:13][CH:12]=[CH:11][CH:10]=2)[CH:6]=[CH:5][C:4]([CH:7]=O)=[CH:3][CH:2]=1.[CH3:15][O:16][C:17](=[O:38])[CH:18]=P(C1C=CC=CC=1)(C1C=CC=CC=1)C1C=CC=CC=1>CC#N>[CH3:15][O:16][C:17](=[O:38])[CH:18]=[CH:7][C:4]1[CH:5]=[CH:6][C:1]([C:9]2[CH:14]=[CH:13][CH:12]=[CH:11][CH:10]=2)=[CH:2][CH:3]=1. Reported procedure: To a stirred solution of 4-biphenylcarboxaldehyde (7.289 g, 40 mmol) in MeCN (80 ml) under nitrogen at room temperature was added methyl(triphenylphosphoranylidene)acetate (16.049 g, 48 mmol). After 18 h the reaction mixture was concentrated and the residue purified by flash chromatography, eluting with 10% EtOAc/hexane. The appropriate fractions were collected, filtered, concentrated and dried to give 3-biphenyl-4-yl-acrylic acid methyl ester (9.384 g, 39.38 mmol, 98%) as a pale yellow solid, m... Starting materials: CCOC(=O)c1cc2cc(Cl)ccc2n1CC#N, C1CCOC1, [Li+], [OH-], O, O. Yields the product N#CCn1c(C(=O)O)cc2cc(Cl)ccc21. As a reaction SMILES: [CH2:1]([CH3:2])[O:3][C:4](=[O:5])[c:6]1[n:7]([CH2:16][C:17]#[N:18])[c:8]2[cH:9][cH:10][c:11]([Cl:15])[cH:12][c:13]2[cH:14]1.[CH2:22]1[O:23][CH2:24][CH2:25][CH2:26]1.[Li+:20].[OH-:19].[OH2:21].[OH2:27]>>[O:3]=[C:4]([OH:5])[c:6]1[n:7]([CH2:16][C:17]#[N:18])[c:8]2[cH:9][cH:10][c:11]([Cl:15])[cH:12][c:13]2[cH:14]1. Starting materials: CC1C(NC(=C(C1)C1=CC=C(C=C1)OC)C)=O (3,6-dimethyl-5-(4-methoxyphenyl)-3,4-dihydro-2-pyridone), [H-].[Al+3].[Li+].[H-].[H-].[H-] (lithium aluminium hydride). Run in O1CCCC1 (tetrahydrofuran), O1CCCC1 (tetrahydrofuran), O1CCCC1 (tetrahydrofuran), [OH-].[Na+] (sodium hydroxide), O (water), O (water). Run at time 30 minute. Product: CC1NCC(CC1C1=CC=C(C=C1)OC)C (2,5-dimethyl-3-(4-methoxyphenyl)piperidine). Yield: 38.0%. As a reaction SMILES: [CH3:1][CH:2]1[CH2:7][C:6]([C:8]2[CH:13]=[CH:12][C:11]([O:14][CH3:15])=[CH:10][CH:9]=2)=[C:5]([CH3:16])[NH:4][C:3]1=O.[H-].[Al+3].[Li+].[H-].[H-].[H-]>O1CCCC1.[OH-].[Na+].O>[CH3:16][CH:5]1[CH:6]([C:8]2[CH:9]=[CH:10][C:11]([O:14][CH3:15])=[CH:12][CH:13]=2)[CH2:7][CH:2]([CH3:1])[CH2:3][NH:4]1 |f:1.2.3.4.5.6,8.9|. Procedure: A solution of 6.95 g (30 mmol) of 3,6-dimethyl-5-(4-methoxyphenyl)-3,4-dihydro-2-pyridone in 70 ml of tetrahydrofuran was added dropwise under nitrogen to a suspension of 1.7 g (45 mmol) of lithium aluminium hydride in 50 ml of dry tetrahydrofuran. After the reaction mixture had been refluxed for 90 minutes, it was cooled and 1.7 ml of water in 10 ml of tetrahydrofuran, 3.4 ml of 2N sodium hydroxide and 3.4 ml of water were added dropwise successive while cooling with ice. After refluxing for a ... As a reaction SMILES: [C:12]([CH3:13])(=[O:14])[O:15][CH:16]1[CH:17]([Br:30])[S:18][CH2:19][CH:20]([O:26][C:27]([CH3:28])=[O:29])[CH:21]1[O:22][C:23]([CH3:24])=[O:25].[cH:1]1[c:2]([SH:11])[cH:3][cH:4][c:5]2[cH:6][cH:7][cH:8][cH:9][c:10]12>>[cH:1]1[c:2]([S:11][CH:17]2[CH:16]([O:15][C:12]([CH3:13])=[O:14])[CH:21]([O:22][C:23]([CH3:24])=[O:25])[CH:20]([O:26][C:27]([CH3:28])=[O:29])[CH2:19][S:18]2)[cH:3][cH:4][c:5]2[cH:6][cH:7][cH:8][cH:9][c:10]12. Starting materials: CC(=O)OC1CSC(Br)C(OC(C)=O)C1OC(C)=O, Sc1ccc2ccccc2c1. The product is CC(=O)OC1CSC(Sc2ccc3ccccc3c2)C(OC(C)=O)C1OC(C)=O.